describe an organic reaction: reactants, conditions, products, and yield From a dataset of the Open Reaction Database (ORD), a public repository of structured organic reaction records. Yields the product COc1ccccc1Oc1cc(Oc2cccnc2)cc(N)c1[N+](=O)[O-]. Starting materials: O=C([O-])[O-], CN(C)C=O, CCOC(C)=O, COc1ccccc1Oc1cc(F)cc(N)c1[N+](=O)[O-], [K+], [K+], Oc1cccnc1. As a reaction SMILES: [C:8](=[O:9])([O-:10])[O-:11].[CH3:14][N:15]([CH3:16])[CH:17]=[O:18].[CH3:39][CH2:40][O:41][C:42](=[O:43])[CH3:44].[F:19][c:20]1[cH:21][c:22]([O:30][c:31]2[c:32]([O:37][CH3:38])[cH:33][cH:34][cH:35][cH:36]2)[c:23]([N+:27](=[O:28])[O-:29])[c:24]([NH2:25])[cH:26]1.[K+:12].[K+:13].[OH:1][c:2]1[cH:3][n:4][cH:5][cH:6][cH:7]1>>[O:1]([c:2]1[cH:3][n:4][cH:5][cH:6][cH:7]1)[c:20]1[cH:21][c:22]([O:30][c:31]2[c:32]([O:37][CH3:38])[cH:33][cH:34][cH:35][cH:36]2)[c:23]([N+:27](=[O:28])[O-:29])[c:24]([NH2:25])[cH:26]1.